Dataset: the Open Reaction Database (ORD), a public repository of structured organic reaction records. Task: describe an organic reaction: reactants, conditions, products, and yield Yields the product Cc1ccc(S(=O)(=O)n2cc(-c3ccncc3)c3c(NCc4ccccc4)nc(Cl)nc32)cc1. As a reaction SMILES: [C:39](=[O:40])([O-:41])[O-:42].[CH2:1]([c:2]1[cH:3][cH:4][cH:5][cH:6][cH:7]1)[NH:8][c:9]1[c:10]2[c:11]([n:12][c:13]([Cl:15])[n:14]1)[n:16]([S:20](=[O:21])(=[O:22])[c:23]1[cH:24][cH:25][c:26]([CH3:27])[cH:28][cH:29]1)[cH:17][c:18]2[I:19].[Na+:43].[Na+:44].[O:45]1[CH2:46][CH2:47][O:48][CH2:49][CH2:50]1.[n:30]1[cH:31][cH:32][c:33]([B:36]([OH:37])[OH:38])[cH:34][cH:35]1>>[CH2:1]([c:2]1[cH:3][cH:4][cH:5][cH:6][cH:7]1)[NH:8][c:9]1[c:10]2[c:11]([n:12][c:13]([Cl:15])[n:14]1)[n:16]([S:20](=[O:21])(=[O:22])[c:23]1[cH:24][cH:25][c:26]([CH3:27])[cH:28][cH:29]1)[cH:17][c:18]2-[c:33]1[cH:32][cH:31][n:30][cH:35][cH:34]1. Reactants: O=C([O-])[O-], Cc1ccc(S(=O)(=O)n2cc(I)c3c(NCc4ccccc4)nc(Cl)nc32)cc1, [Na+], [Na+], C1COCCO1, OB(O)c1ccncc1. The reactants are C[P+](C)(C)CC#N, C[Si](C)(C)[N-][Si](C)(C)C, [Cl-], CC(C)N1CCN(C(=O)c2ccc3[nH]c(C(=O)N4CCC(F)(F)CC4)cc3c2)CC1, [K+], CC(C)(O)c1ccccc1. Product: CC(C)N1CCN(C(=O)c2ccc3c(c2)cc(C(=O)N2CCC(F)(F)CC2)n3C(C)(C)c2ccccc2)CC1. Reaction SMILES: [C:2]([CH2:3][P+:4]([CH3:5])([CH3:6])[CH3:7])#[N:8].[CH3:9][Si:10]([N-:11][Si:12]([CH3:13])([CH3:14])[CH3:15])([CH3:16])[CH3:17].[Cl-:1].[F:29][C:30]1([F:58])[CH2:31][CH2:32][N:33]([C:36](=[O:37])[c:38]2[nH:39][c:40]3[cH:41][cH:42][c:43]([C:47](=[O:48])[N:49]4[CH2:50][CH2:51][N:52]([CH:55]([CH3:56])[CH3:57])[CH2:53][CH2:54]4)[cH:44][c:45]3[cH:46]2)[CH2:34][CH2:35]1.[K+:18].[c:19]1([C:25]([CH3:26])([CH3:27])[OH:28])[cH:20][cH:21][cH:22][cH:23][cH:24]1>>[c:19]1([C:25]([CH3:26])([CH3:27])[n:39]2[c:38]([C:36]([N:33]3[CH2:32][CH2:31][C:30]([F:29])([F:58])[CH2:35][CH2:34]3)=[O:37])[cH:46][c:45]3[c:40]2[cH:41][cH:42][c:43]([C:47](=[O:48])[N:49]2[CH2:50][CH2:51][N:52]([CH:55]([CH3:56])[CH3:57])[CH2:53][CH2:54]2)[cH:44]3)[cH:20][cH:21][cH:22][cH:23][cH:24]1. Starting materials: C(#N)C(O)C=1C=CC(=C(C(=O)OC)C1)OC (methyl 5-(1-cyano-1-hydroxymethyl)-2-methoxybenzoate), S(=O)(Cl)Cl (thionyl chloride). Reagents/catalysts: CN(C)C=O (DMF). Run in C(Cl)(Cl)Cl (chloroform). The product is ClC(C#N)C=1C=CC(=C(C(=O)OC)C1)OC (Methyl 5-(1-chloro-1-cyanomethyl)-2-methoxybenzoate). As a reaction SMILES: [C:1]([CH:3]([C:5]1[CH:6]=[CH:7][C:8]([O:15][CH3:16])=[C:9]([CH:14]=1)[C:10]([O:12][CH3:13])=[O:11])O)#[N:2].S(Cl)([Cl:19])=O>C(Cl)(Cl)Cl.CN(C=O)C>[Cl:19][CH:3]([C:5]1[CH:6]=[CH:7][C:8]([O:15][CH3:16])=[C:9]([CH:14]=1)[C:10]([O:12][CH3:13])=[O:11])[C:1]#[N:2]. Procedure details: To a suspension of methyl 5-(1-cyano-1-hydroxymethyl)-2-methoxybenzoate (2.15 g) in chloroform (40 ml) were added thionyl chloride (2.0 ml) and DMF (2 drops), and the mixture was refluxed for 30 minutes under heat. After cooling, the reaction mixture was washed with water, aqueous solution of sodium hydrogencarbonate and saturated brine in sequence and dried over anhydrous sodium sulfate. This was concentrated under reduced pressure to obtain 2.37 g of aimed compound as an oily product. The reactants are Nc1ccc(S(=O)(=O)c2cc(Br)nc(Br)c2)cc1, C1CCNC1, C1COCCO1. Product: Nc1ccc(S(=O)(=O)c2cc(Br)nc(N3CCCC3)c2)cc1. RXN SMILES: [Br:1][c:2]1[n:3][c:4]([Br:18])[cH:5][c:6]([S:8](=[O:9])(=[O:10])[c:11]2[cH:12][cH:13][c:14]([NH2:17])[cH:15][cH:16]2)[cH:7]1.[CH2:19]1[CH2:20][CH2:21][NH:22][CH2:23]1.[O:24]1[CH2:25][CH2:26][O:27][CH2:28][CH2:29]1>>[c:2]1([N:22]2[CH2:21][CH2:20][CH2:19][CH2:23]2)[n:3][c:4]([Br:18])[cH:5][c:6]([S:8](=[O:9])(=[O:10])[c:11]2[cH:12][cH:13][c:14]([NH2:17])[cH:15][cH:16]2)[cH:7]1.